describe an organic reaction: reactants, conditions, products, and yield From a dataset of the Open Reaction Database (ORD), a public repository of structured organic reaction records. Starting materials: CN(C)C1(c2ccccc2)CCC(NC(=O)CNC(=O)CCc2c[nH]c3ccccc23)CC1, C[Si](C)(C)Cl, CCC(C)=O, Cl. Yields the product CN(C)C1(c2ccccc2)CCC(NC(=O)CNC(=O)CCc2c[nH]c3ccccc23)CC1, Cl. Reaction SMILES: [CH3:2][N:3]([C:4]1([c:28]2[cH:29][cH:30][cH:31][cH:32][cH:33]2)[CH2:5][CH2:6][CH:7]([NH:10][C:11](=[O:12])[CH2:13][NH:14][C:15]([CH2:16][CH2:17][c:18]2[cH:19][nH:20][c:21]3[cH:22][cH:23][cH:24][cH:25][c:26]23)=[O:27])[CH2:8][CH2:9]1)[CH3:34].[CH3:35][Si:36]([Cl:37])([CH3:38])[CH3:39].[CH3:40][C:41]([CH2:42][CH3:43])=[O:44].[ClH:1]>>[CH3:2][N:3]([C:4]1([c:28]2[cH:29][cH:30][cH:31][cH:32][cH:33]2)[CH2:5][CH2:6][CH:7]([NH:10][C:11](=[O:12])[CH2:13][NH:14][C:15]([CH2:16][CH2:17][c:18]2[cH:19][nH:20][c:21]3[cH:22][cH:23][cH:24][cH:25][c:26]23)=[O:27])[CH2:8][CH2:9]1)[CH3:34].[ClH:37]. Reactants: NC1=C(C(=O)N)C=C(C=C1[N+](=O)[O-])F (2-amino-5-fluoro-3-nitrobenzamide). The reagents and catalysts are [Ni] (Raney nickel). The solvent is C1CCOC1 (THF), C(C)O (ethanol). Run at time 5 hour. Yields the product NC1=C(C(=O)N)C=C(C=C1N)F (2,3-diamino-5-fluorobenzamide). As a reaction SMILES: [NH2:1][C:2]1[C:10]([N+:11]([O-])=O)=[CH:9][C:8]([F:14])=[CH:7][C:3]=1[C:4]([NH2:6])=[O:5]>C1COCC1.C(O)C.[Ni]>[NH2:1][C:2]1[C:10]([NH2:11])=[CH:9][C:8]([F:14])=[CH:7][C:3]=1[C:4]([NH2:6])=[O:5]. Procedure details: To a solution of EXAMPLE 45C (11.2 g) in a mixture of THF (50 mL) and ethanol (50 mL) was added Raney nickel (50% in water, 11.0 g). The mixture was stirred under hydrogen (60 psi) for 5 hours. Solid material was filtered off and the filtrate was concentrated. Product: CNCc1ccc2c(c1)OCCn1cc(-c3ncnn3C(C)C)nc1-2. As a reaction SMILES: [C:27]([O:28][BH-:29]([O:30][C:31](=[O:32])[CH3:33])[O:34][C:35](=[O:36])[CH3:37])(=[O:38])[CH3:39].[CH3:25][NH2:26].[CH:1]([CH3:2])([CH3:3])[n:4]1[n:5][cH:6][n:7][c:8]1-[c:9]1[cH:10][n:11]2[c:17]([n:18]1)-[c:16]1[c:15]([cH:22][c:21]([CH:23]=[O:24])[cH:20][cH:19]1)[O:14][CH2:13][CH2:12]2.[Cl:41][CH:42]([Cl:43])[Cl:44].[Na+:40]>>[CH:1]([CH3:2])([CH3:3])[n:4]1[n:5][cH:6][n:7][c:8]1-[c:9]1[cH:10][n:11]2[c:17]([n:18]1)-[c:16]1[c:15]([cH:22][c:21]([CH2:23][NH:26][CH3:25])[cH:20][cH:19]1)[O:14][CH2:13][CH2:12]2. The reactants are CC(=O)O[BH-](OC(C)=O)OC(C)=O, CN, CC(C)n1ncnc1-c1cn2c(n1)-c1ccc(C=O)cc1OCC2, ClC(Cl)Cl, [Na+]. Reactants: Cc1ncc[nH]1, Cn1c2c(c3ccccc31)C(=O)CCC2, CN(C)C=O, C[Si](C)(C)Cl, O. Product: Cc1nccn1CC1CCc2c(c3ccccc3n2C)C1=O. As a reaction SMILES: [CH3:16][c:17]1[nH:18][cH:19][cH:20][n:21]1.[CH3:1][n:2]1[c:3]2[cH:4][cH:5][cH:6][cH:7][c:8]2[c:9]2[c:14]1[CH2:13][CH2:12][CH2:11][C:10]2=[O:15].[CH3:28][N:29]([CH3:30])[CH:31]=[O:32].[Cl:22][Si:23]([CH3:24])([CH3:25])[CH3:26].[OH2:27]>>[CH3:1][n:2]1[c:3]2[cH:4][cH:5][cH:6][cH:7][c:8]2[c:9]2[c:14]1[CH2:13][CH2:12][CH:11]([CH2:24][n:18]1[c:17]([CH3:16])[n:21][cH:20][cH:19]1)[C:10]2=[O:15]. The reactants are [N+](=O)([O-])C=1C=C(NC(C2=CC=C(C=C2)N(C)C)=O)C=CC1[N+](=O)[O-] (3,4-dinitro-N-(4-dimethylaminobenzoyl)aniline), CN(C1=CC=C(C=C1)NC(=O)C1=CC=C(C=O)C=C1)C (4-(4-dimethylaminophenyl)aminocarbonylbenzaldehyde). Product: CN(C1=CC=C(C(=O)NC2=CC3=C(NC(=N3)C3=CC=C(C=C3)C(NC3=CC=C(C=C3)N(C)C)=O)C=C2)C=C1)C (4-(dimethylamino)-N-(2-(4-((4-(dimethylamino)phenyl)carbamoyl)phenyl)-1H-benzo[d]imidazol-5-yl)benzamide). Reaction SMILES: [N+:1]([C:4]1[CH:5]=[C:6]([CH:19]=[CH:20][C:21]=1[N+:22]([O-])=O)[NH:7][C:8](=[O:18])[C:9]1[CH:14]=[CH:13][C:12]([N:15]([CH3:17])[CH3:16])=[CH:11][CH:10]=1)([O-])=O.[CH3:25][N:26]([CH3:44])[C:27]1[CH:32]=[CH:31][C:30]([NH:33][C:34]([C:36]2[CH:43]=[CH:42][C:39]([CH:40]=O)=[CH:38][CH:37]=2)=[O:35])=[CH:29][CH:28]=1>>[CH3:16][N:15]([CH3:17])[C:12]1[CH:13]=[CH:14][C:9]([C:8]([NH:7][C:6]2[CH:19]=[CH:20][C:21]3[NH:22][C:40]([C:39]4[CH:38]=[CH:37][C:36]([C:34](=[O:35])[NH:33][C:30]5[CH:31]=[CH:32][C:27]([N:26]([CH3:44])[CH3:25])=[CH:28][CH:29]=5)=[CH:43][CH:42]=4)=[N:1][C:4]=3[CH:5]=2)=[O:18])=[CH:10][CH:11]=1. Reported procedure: Compound 193 was prepared according to the procedure similar to that described in Scheme III from 3,4-dinitro-N-(4-dimethylaminobenzoyl)aniline and 4-(4-dimethylaminophenyl)aminocarbonylbenzaldehyde. [M+H]+ calcd for C31H30N6O2: 519.24; found: 519.04. Reactants: COc1c(C)c(Br)c(C)c2c1OC(C)C2, COc1cccc(N2CCNCC2)c1. Product: COc1cccc(N2CCN(c3c(C)c4c(c(OC)c3C)OC(C)C4)CC2)c1. Reaction SMILES: [Br:1][c:2]1[c:3]([CH3:15])[c:4]([O:13][CH3:14])[c:5]2[c:6]([c:11]1[CH3:12])[CH2:7][CH:8]([CH3:10])[O:9]2.[CH3:16][O:17][c:18]1[cH:19][c:20]([N:24]2[CH2:25][CH2:26][NH:27][CH2:28][CH2:29]2)[cH:21][cH:22][cH:23]1>>[c:2]1([N:27]2[CH2:26][CH2:25][N:24]([c:20]3[cH:19][c:18]([O:17][CH3:16])[cH:23][cH:22][cH:21]3)[CH2:29][CH2:28]2)[c:3]([CH3:15])[c:4]([O:13][CH3:14])[c:5]2[c:6]([c:11]1[CH3:12])[CH2:7][CH:8]([CH3:10])[O:9]2. The reactants are NCCNCCNCCNCCN (tetraethylenepentamine), COC([C@@H](NCC(=O)OC)CC1=CC=C(C=C1)[N+](=O)[O-])=O (N-((Methoxycarbonyl)methyl)-4-Nitrophenylalanine methyl ester), [Na] (Sodium). Run in CO (methanol). The product is [N+](=O)([O-])C1=CC=C(CC2C(NCCNCCNCCNCCNC(CN2)=O)=O)C=C1 (3-(4-nitrobenzyl)-2,6-dioxo-1,4,7,10,13,16-hexaazacyclooctadecane). The yield is 50.0%. RXN SMILES: [Na].[NH2:2][CH2:3][CH2:4][NH:5][CH2:6][CH2:7][NH:8][CH2:9][CH2:10][NH:11][CH2:12][CH2:13][NH2:14].CO[C:17](=[O:35])[C@H:18]([CH2:25][C:26]1[CH:31]=[CH:30][C:29]([N+:32]([O-:34])=[O:33])=[CH:28][CH:27]=1)[NH:19][CH2:20][C:21]([O:23]C)=O>CO>[N+:32]([C:29]1[CH:28]=[CH:27][C:26]([CH2:25][CH:18]2[NH:19][CH2:20][C:21](=[O:23])[NH:2][CH2:3][CH2:4][NH:5][CH2:6][CH2:7][NH:8][CH2:9][CH2:10][NH:11][CH2:12][CH2:13][NH:14][C:17]2=[O:35])=[CH:31][CH:30]=1)([O-:34])=[O:33] |^1:0|. Reported procedure: Sodium (20 mmol) was dissolved in dry methanol (100 ml) at room temperature under nitrogen atmosphere and to this solution was added tetraethylenepentamine (18 mmol) and N-((Methoxycarbonyl)methyl)-4-Nitrophenylaianine methyl ester (3) (18 mmol). This solution was refluxed for 72 hours after which the solvent was removed and the residue was purified on silica gel chromatography with chloroformelmethanol/NH3 (aq) (75:20:5), affording a yellow powder. The yield was 50%. The reactants are F[B-](F)(F)F, CCO, CCN(C(C)C)C(C)C, O=C(O)c1ccc(C(=O)N2CC=CC2)c(Cl)c1, CCCC(N)c1nc2cc(Cl)ccc2[nH]1, Cl, ClCCl, C1CCOC1, CN(C)C(On1nnc2ccccc21)=[N+](C)C. Yields the product CCCC(NC(=O)c1ccc(C(=O)N2CC=CC2)c(Cl)c1)c1nc2cc(Cl)ccc2[nH]1. Reaction SMILES: [B-:18]([F:19])([F:20])([F:21])[F:22].[CH2:70]([OH:71])[CH3:72].[CH:40]([N:41]([CH:42]([CH3:43])[CH3:44])[CH2:45][CH3:46])([CH3:47])[CH3:48].[Cl:1][c:2]1[cH:3][c:4]([C:5](=[O:6])[OH:7])[cH:8][cH:9][c:10]1[C:11](=[O:12])[N:13]1[CH2:14][CH:15]=[CH:16][CH2:17]1.[Cl:49][c:50]1[cH:51][c:52]2[c:53]([nH:54][c:55]([CH:57]([CH2:58][CH2:59][CH3:60])[NH2:61])[n:56]2)[cH:62][cH:63]1.[Cl:64].[Cl:73][CH2:74][Cl:75].[O:65]1[CH2:66][CH2:67][CH2:68][CH2:69]1.[n:23]1([O:24][C:25]([N:26]([CH3:27])[CH3:28])=[N+:29]([CH3:30])[CH3:31])[c:32]2[cH:33][cH:34][cH:35][cH:36][c:37]2[n:38][n:39]1>>[Cl:1][c:2]1[cH:3][c:4]([C:5](=[O:7])[NH:61][CH:57]([c:55]2[nH:54][c:53]3[c:52]([cH:51][c:50]([Cl:49])[cH:63][cH:62]3)[n:56]2)[CH2:58][CH2:59][CH3:60])[cH:8][cH:9][c:10]1[C:11](=[O:12])[N:13]1[CH2:14][CH:15]=[CH:16][CH2:17]1.